Dataset: the Open Reaction Database (ORD), a public repository of structured organic reaction records. Task: describe an organic reaction: reactants, conditions, products, and yield Starting materials: NN, CC(=O)Nc1nc(C)c(S(N)(=O)=O)s1, O, O. Yields the product Cc1nc(N)sc1S(N)(=O)=O. Reaction SMILES: [NH2:16][NH2:17].[NH2:1][S:2](=[O:3])(=[O:4])[c:5]1[c:6]([CH3:14])[n:7][c:8]([NH:10][C:11](=[O:12])[CH3:13])[s:9]1.[OH2:15].[OH2:18]>>[NH2:1][S:2](=[O:3])(=[O:4])[c:5]1[c:6]([CH3:14])[n:7][c:8]([NH2:10])[s:9]1. Starting materials: CC1=NN(C(=C1C1=CC=CC=C1)C)C1=CC=C(C=C1)CCNC(OC1=CC=CC=C1)=O (Phenyl 2-[4-(3,5-dimethyl-4-phenyl-1H-pyrazol-1-yl)phenyl]ethylcarbamate), CC(C)C1=CC=C(C=C1)S(=O)(=O)N (4-(1-methylethyl)benzenesulfonamide). Product: CC1=NN(C(=C1C1=CC=CC=C1)C)C1=CC=C(C=C1)CCNC(=O)NS(=O)(=O)C1=CC=C(C=C1)C(C)C (N-[({2-[4-(3,5-Dimethyl-4-phenyl-1H-pyrazol-1-yl)phenyl]ethyl}amino)carbonyl]-4-(1-methylethyl)benzenesulfonamide). RXN SMILES: [CH3:1][C:2]1[C:6]([C:7]2[CH:12]=[CH:11][CH:10]=[CH:9][CH:8]=2)=[C:5]([CH3:13])[N:4]([C:14]2[CH:19]=[CH:18][C:17]([CH2:20][CH2:21][NH:22][C:23](=O)[O:24]C3C=CC=CC=3)=[CH:16][CH:15]=2)[N:3]=1.[CH3:32][CH:33]([C:35]1[CH:40]=[CH:39][C:38]([S:41]([NH2:44])(=[O:43])=[O:42])=[CH:37][CH:36]=1)[CH3:34]>>[CH3:1][C:2]1[C:6]([C:7]2[CH:8]=[CH:9][CH:10]=[CH:11][CH:12]=2)=[C:5]([CH3:13])[N:4]([C:14]2[CH:15]=[CH:16][C:17]([CH2:20][CH2:21][NH:22][C:23]([NH:44][S:41]([C:38]3[CH:37]=[CH:36][C:35]([CH:33]([CH3:32])[CH3:34])=[CH:40][CH:39]=3)(=[O:43])=[O:42])=[O:24])=[CH:18][CH:19]=2)[N:3]=1. Procedure details: The title compound was prepared according to the procedure described in step 2 of Example 22 from phenyl 2-[4-(3,5-dimethyl-4-phenyl-1H-pyrazol-1-yl)phenyl]ethylcarbamate (step 1 of Example 22) and 4-(1-methylethyl)benzenesulfonamide: 1H-NMR (CDCl3) δ 7.75 (2H, d, J=8.4 Hz), 7.47-7.24 (11H, m), 6.44 (1H, br.s), 3.54-3.47 (2H, m), 3.02-2.84 (3H, m), 2.33 (3H, s), 2.26 (3H, s), 1.25 (6H, d, J=6.9 Hz). The reactants are NC1=NC=2CC(CC(C2C=N1)=O)C1=C(C=CC=C1)Br (2-amino-7-(2-bromo-phenyl)-7,8-dihydro-6H-quinazolin-5-one), NC1=NC=2CC(CC(C2C=N1)=O)C1=C(C=C(C=C1)F)C=1C=NC=CC1 (2-amino-7-(4-fluoro-2-pyridin-3-yl-phenyl)-7,8-dihydro-6H-quinazolin-5-one), 4-boronic acid 1H-indole. Product: NC1=NC=2CC(CC(C2C=N1)=O)C1=C(C=CC=C1)C1=C2C=CNC2=CC=C1 (2-Amino-7-[2-(1H-indol-4-yl)-phenyl]-7,8-dihydro-6H-quinazolin-5-one). Reaction SMILES: [NH2:1][C:2]1[N:11]=[CH:10][C:9]2[C:8](=[O:12])[CH2:7][CH:6]([C:13]3[CH:18]=[CH:17][CH:16]=[CH:15][C:14]=3Br)[CH2:5][C:4]=2[N:3]=1.NC1N=CC2C(=O)CC([C:32]3[CH:37]=[CH:36][C:35](F)=[CH:34][C:33]=3[C:39]3[CH:40]=[N:41]C=CC=3)CC=2N=1>>[NH2:1][C:2]1[N:11]=[CH:10][C:9]2[C:8](=[O:12])[CH2:7][CH:6]([C:13]3[CH:18]=[CH:17][CH:16]=[CH:15][C:14]=3[C:32]3[CH:37]=[CH:36][CH:35]=[C:34]4[C:33]=3[CH:39]=[CH:40][NH:41]4)[CH2:5][C:4]=2[N:3]=1. Procedure details: The title compound was prepared from 2-amino-7-(2-bromo-phenyl)-7,8-dihydro-6H-quinazolin-5-one (example 2/h stage 2), following the procedure describing the synthesis of 2-amino-7-(4-fluoro-2-pyridin-3-yl-phenyl)-7,8-dihydro-6H-quinazolin-5-one using 4-boronic acid-1H-indole instead of 3-pyridyl boronic acid. Starting materials: COCC1N(CCCC1)C1=NC(=NC=N1)NC=1C=C(C=CC1)CS(=O)(=O)N (rac-3-[(4-(2-Methoxymethylpiperidin-1-yl)-1,3,5-triazin-2-yl)amino]-benzenemethanesulfonamide), ClC1=NC(=NC=N1)NC=1C=C(C=CC1)CS(=O)(=O)N (3-[(4-Chloro-1,3,5-triazin-2-yl)amino]benzenemethanesulfonamide), CN(CCC1NCCCC1)C (rac-2-(2-(dimethylamino)ethyl)piperidine). Product: CN(CCC1N(CCCC1)C1=NC(=NC=N1)NC=1C=C(C=CC1)CS(=O)(=O)N)C (rac-3-[(4-(2-(2-(Dimethylamino)ethyl)piperidin-1-yl)-1,3,5-triazin-2-yl)amino]benzenemethanesulfonamide). As a reaction SMILES: CO[CH2:3][CH:4]1[CH2:9][CH2:8][CH2:7][CH2:6][N:5]1[C:10]1[N:15]=[CH:14][N:13]=[C:12]([NH:16][C:17]2[CH:18]=[C:19]([CH2:23][S:24]([NH2:27])(=[O:26])=[O:25])[CH:20]=[CH:21][CH:22]=2)[N:11]=1.ClC1N=CN=C(NC2C=C(CS(N)(=O)=O)C=CC=2)N=1.[CH3:47][N:48]([CH3:57])[CH2:49]CC1CCCCN1>>[CH3:47][N:48]([CH3:57])[CH2:49][CH2:3][CH:4]1[CH2:9][CH2:8][CH2:7][CH2:6][N:5]1[C:10]1[N:15]=[CH:14][N:13]=[C:12]([NH:16][C:17]2[CH:18]=[C:19]([CH2:23][S:24]([NH2:27])(=[O:26])=[O:25])[CH:20]=[CH:21][CH:22]=2)[N:11]=1. Procedure details: B8 was prepared following the procedure reported for B4 using A1 and rac-2-(2-(dimethylamino)ethyl)piperidine and obtained as a white crystalline solid; yield: 230 mg (61%). MS (ES) C19H29N7O2S requires: 419. found: 420 (M+H)+. Reactants: anhydride, C1CCC(CC1)N=C=NC2CCCCC2 (DCC), C(CCC)(=O)O (butyric acid), C(C)(C)(C)OC(=O)N[C@@H](C(C)C)C(=O)OCC[C@H](CN1C=2N=C(NC(C2N=C1)=O)N)CO ((R)-9-[4-(N-tert-Butoxycarbonyl-L-valyloxy)-2-hydroxymethylbutyl]guanine), anhydride. The solvent is ClCCl (dichloromethane). Run at time 120 hour. Product: C(C)(C)(C)OC(=O)N[C@@H](C(C)C)C(=O)OCC[C@H](CN1C=2N=C(NC(C2N=C1)=O)N)COC(CCC)=O ((R)-9-[4-(N-tert-Butoxycarbonyl-L-valyloxy)-2-(butyryloxymethyl) butyl]guanine). The yield is 34.4%. Reaction SMILES: C1CCC(N=C=NC2CCCCC2)CC1.[C:16](O)(=[O:20])[CH2:17][CH2:18][CH3:19].[C:22]([O:26][C:27]([NH:29][C@H:30]([C:34]([O:36][CH2:37][CH2:38][C@@H:39]([CH2:52][OH:53])[CH2:40][N:41]1[CH:49]=[N:48][C:47]2[C:46](=[O:50])[NH:45][C:44]([NH2:51])=[N:43][C:42]1=2)=[O:35])[CH:31]([CH3:33])[CH3:32])=[O:28])([CH3:25])([CH3:24])[CH3:23]>ClCCl>[C:22]([O:26][C:27]([NH:29][C@H:30]([C:34]([O:36][CH2:37][CH2:38][C@@H:39]([CH2:52][O:53][C:16](=[O:20])[CH2:17][CH2:18][CH3:19])[CH2:40][N:41]1[CH:49]=[N:48][C:47]2[C:46](=[O:50])[NH:45][C:44]([NH2:51])=[N:43][C:42]1=2)=[O:35])[CH:31]([CH3:33])[CH3:32])=[O:28])([CH3:23])([CH3:24])[CH3:25]. Reported procedure: DCC (110 mg, 0.53 mmol) was dissolved in dichloromethane (10 ml) and butyric acid (82 mg, 0.93 mmol) was added. After 4 hours at room temperature the mixture was filtered and the filtrate was evaporated. The residue was dissolved in pyridine (5 ml) and (R)-9-[4-(N-tert-Butoxycarbonyl-L-valyloxy)-2-hydroxymethylbutyl]guanine (200 mg, 0.44 mmol) (Example 1, step a) was added. The mixture was stirred for 120 hours at room temperature. According to TLC the reaction was incomplete and more anhydride ... The reactants are CO, C=COC(=O)N1CCC(C=Cc2ccccc2F)CC1, Cl. Product: Fc1ccccc1C=CC1CCNCC1. Reaction SMILES: [CH3:21][OH:22].[CH:1]([O:2][C:3](=[O:4])[N:6]1[CH2:7][CH2:8][CH:9]([CH:12]=[CH:13][c:14]2[c:15]([F:20])[cH:16][cH:17][cH:18][cH:19]2)[CH2:10][CH2:11]1)=[CH2:5].[ClH:23]>>[NH:6]1[CH2:7][CH2:8][CH:9]([CH:12]=[CH:13][c:14]2[c:15]([F:20])[cH:16][cH:17][cH:18][cH:19]2)[CH2:10][CH2:11]1. Conditions: time 2 hour. The yield is 30.5%. Reactants: ice water, C([O-])([O-])=O.[K+].[K+] (potassium carbonate), FC(S(=O)(=O)OCC(F)(F)F)(F)F (2,2,2-trifluoroethyl trifluoromethanesulfonate), FC(S(=O)(=O)OCC(F)(F)F)(F)F (2,2,2-trifluoroethyl trifluoromethanesulfonate), CC1=NC(=C(C(N1)=O)[N+](=O)[O-])N1CCC(CC1)C1=CC=CC=C1 (2-methyl-5-nitro-6-(4-phenyl-piperidin-1-yl)-3H-pyrimidin-4-one), C([O-])([O-])=O.[Na+].[Na+] (sodium carbonate). Procedure: 0.591 g (2.55 mmol) of 2,2,2-trifluoroethyl trifluoromethanesulfonate were added slowly at room temperature to a suspension of 0.200 g (0.636 mmol) of the 2-methyl-5-nitro-6-(4-phenyl-piperidin-1-yl)-3H-pyrimidin-4-one (example 5) and 0.135 g (1.27 mmol) of sodium carbonate in 5.0 ml of acetone. After stirring of the reaction mixture for 2 hours, 0.136 g (0.99 mmol) of potassium carbonate were added and stirring continued for 18 hours. Additional 0.296 g (1.27 mmol) of 2,2,2-trifluoroethyl trifl... The solvent is CC(=O)C (acetone). The product is CC1=NC(=C(C(=N1)N1CCC(CC1)C1=CC=CC=C1)[N+](=O)[O-])OCC(F)(F)F (2-methyl-5-nitro-4-(4-phenyl-piperidin-1-yl)-6-(2,2,2-trifluoro-ethoxy)-pyrimidine). RXN SMILES: FC(F)(F)S([O:6][CH2:7][C:8]([F:11])([F:10])[F:9])(=O)=O.[CH3:14][C:15]1[NH:20][C:19](=O)[C:18]([N+:22]([O-:24])=[O:23])=[C:17]([N:25]2[CH2:30][CH2:29][CH:28]([C:31]3[CH:36]=[CH:35][CH:34]=[CH:33][CH:32]=3)[CH2:27][CH2:26]2)[N:16]=1.C(=O)([O-])[O-].[Na+].[Na+].C(=O)([O-])[O-].[K+].[K+]>CC(C)=O>[CH3:14][C:15]1[N:16]=[C:17]([N:25]2[CH2:30][CH2:29][CH:28]([C:31]3[CH:32]=[CH:33][CH:34]=[CH:35][CH:36]=3)[CH2:27][CH2:26]2)[C:18]([N+:22]([O-:24])=[O:23])=[C:19]([O:6][CH2:7][C:8]([F:11])([F:10])[F:9])[N:20]=1 |f:2.3.4,5.6.7|.